From a dataset of the Open Reaction Database (ORD), a public repository of structured organic reaction records. describe an organic reaction: reactants, conditions, products, and yield The reactants are C(C)(=O)N1CCC(CC1)O (N-acetyl-4-hydroxypiperidine), [H-].[Na+] (sodium hydride), [Cl-].[Na+] (sodium chloride), BrCCCOC (1-bromo-3-methoxypropane), Cl (hydrochloric acid). Solvent: CN(C=O)C (dimethylformamide), CN(C=O)C (dimethylformamide), CN(C=O)C (dimethylformamide). Product: COCCCOC1CCNCC1 (4-(3-Methoxypropoxy)piperidine). Reaction SMILES: C([N:4]1[CH2:9][CH2:8][CH:7]([OH:10])[CH2:6][CH2:5]1)(=O)C.[H-].[Na+].Br[CH2:14][CH2:15][CH2:16][O:17][CH3:18].[Cl-].[Na+].Cl>CN(C)C=O>[CH3:18][O:17][CH2:16][CH2:15][CH2:14][O:10][CH:7]1[CH2:6][CH2:5][NH:4][CH2:9][CH2:8]1 |f:1.2,4.5|. Procedure details: A solution of N-acetyl-4-hydroxypiperidine (30.5 g.) in dimethylformamide (200 ml.) is added dropwise to a stirred suspension of sodium hydride (11.26 g., 50% dispersion in mineral oil) in dimethylformamide (300 ml.) under an atmosphere of nitrogen. The reaction temperature is kept below 30° C. by external cooling and, after the addition is complete, stirring is continued for a further 11/4 hours. A solution of 1-bromo-3-methoxypropane (35.2 g.) in dimethylformamide (100 ml.) is then added dropw... The reactants are C1(CCCC1)C#N (Cyclopentanecarbonitrile), BrC1=C(C=C(O[Si](C)(C)C(C)(C)C)C=C1)CBr ((4-bromo-3-(bromomethyl)phenoxy) (tert-butyl)dimethylsilane), C(C)(C)NC(C)C (diisopropylamine), solution, C(CCC)[Li] (n-butyllithium), [Cl-].[NH4+] (ammonium chloride). Conditions: time 10 minute. Yields the product BrC1=C(CC2(CCCC2)C#N)C=C(C=C1)O[Si](C)(C)C(C)(C)C (1-(2-bromo-5-((tert-butyl(dimethyl)silyl)oxy)benzyl)cyclopentanecarbonitrile). Procedure details: Under a nitrogen atmosphere, to a solution of diisopropylamine (0.36 mL) in THF (7.0 mL) was added a 1.6 M solution of n-butyllithium in hexane (1.6 mL) at 0° C., and the mixture was stirred for 10 min. Cyclopentanecarbonitrile (0.28 mL) was added at −78° C., and the mixture was stirred for 30 min. A solution of (4-bromo-3-(bromomethyl)phenoxy) (tert-butyl)dimethylsilane (503 mg) in THF (3.0 mL) was added, and the mixture was stirred at −78° C. for 4 hr. To the reaction mixture was added saturat... RXN SMILES: C(NC(C)C)(C)C.C([Li])CCC.[CH:13]1([C:18]#[N:19])[CH2:17][CH2:16][CH2:15][CH2:14]1.[Br:20][C:21]1[CH:34]=[CH:33][C:24]([O:25][Si:26]([C:29]([CH3:32])([CH3:31])[CH3:30])([CH3:28])[CH3:27])=[CH:23][C:22]=1[CH2:35]Br.[Cl-].[NH4+]>C1COCC1.CCCCCC>[Br:20][C:21]1[CH:34]=[CH:33][C:24]([O:25][Si:26]([C:29]([CH3:32])([CH3:31])[CH3:30])([CH3:28])[CH3:27])=[CH:23][C:22]=1[CH2:35][C:13]1([C:18]#[N:19])[CH2:17][CH2:16][CH2:15][CH2:14]1 |f:4.5|. The solvent is C1CCOC1 (THF), C1CCOC1 (THF), CCCCCC (hexane). Starting materials: C(C#CC)OC1=CC=C(C=C1)S(=O)(=O)NC1(CCCCC1)C(=O)OC (methyl 1-({[4-(2-butynyloxy)phenyl]sulfonyl}amino)cyclohexane carboxylate), [OH-].[Na+] (sodium hydroxide). The solvent is CO.C1CCOC1 (methanol THF). Conditions: time 16 hour. Product: C(C#CC)OC1=CC=C(C=C1)S(=O)(=O)NC1(CCCCC1)C(=O)O (1-({[4-(2-butynyloxy)phenyl]sulfonyl}amino)cyclohexane carboxylic acid). RXN SMILES: [CH2:1]([O:5][C:6]1[CH:11]=[CH:10][C:9]([S:12]([NH:15][C:16]2([C:22]([O:24]C)=[O:23])[CH2:21][CH2:20][CH2:19][CH2:18][CH2:17]2)(=[O:14])=[O:13])=[CH:8][CH:7]=1)[C:2]#[C:3][CH3:4].[OH-].[Na+]>CO.C1COCC1>[CH2:1]([O:5][C:6]1[CH:7]=[CH:8][C:9]([S:12]([NH:15][C:16]2([C:22]([OH:24])=[O:23])[CH2:21][CH2:20][CH2:19][CH2:18][CH2:17]2)(=[O:13])=[O:14])=[CH:10][CH:11]=1)[C:2]#[C:3][CH3:4] |f:1.2,3.4|. Procedure details: To a stirred solution of methyl 1-({[4-(2-butynyloxy)phenyl]sulfonyl}amino)cyclohexane carboxylate (4.3 g, 11.8 mmol) in methanol:THF (4:1, 100 ml) 10 N sodium hydroxide (15 ml) was added at room temperature. It was stirred for 16 hrs and evaporated to dryness in vacuo. The residue was dissolved in 100 mL water, pH adjusted to 7 with 5N hydrochloric, acid solution. It was extracted with chloroform/methanol (3:1), washed with water, dried and concentrated to give 1-({[4-(2-butynyloxy)phenyl]sulfo... Starting materials: ClCCl, COC(=O)Cc1ccccc1OCC(C)C, [Cl-], [Cl-], [Cl-], [Cl-], O, [Ti+4]. Yields the product COC(=O)Cc1cc(C=O)ccc1OCC(C)C. Reaction SMILES: [CH2:18]([Cl:19])[Cl:20].[CH2:1]([CH:2]([CH3:3])[CH3:4])[O:5][c:6]1[c:7]([CH2:12][C:13](=[O:14])[O:15][CH3:16])[cH:8][cH:9][cH:10][cH:11]1.[Cl-:21].[Cl-:22].[Cl-:23].[Cl-:24].[OH2:17].[Ti+4:25]>>[CH2:1]([CH:2]([CH3:3])[CH3:4])[O:5][c:6]1[c:7]([CH2:12][C:13](=[O:14])[O:15][CH3:16])[cH:8][c:9]([CH:18]=[O:17])[cH:10][cH:11]1. Product: C1=C(C=CC=2C(C3=CC=CC=C3C(C12)=O)=O)C(=O)Cl (Anthraquinone-2-carboxylic acid chloride). Starting materials: C1=C(C=CC=2C(C3=CC=CC=C3C(C12)=O)=O)C(=O)O (Anthraquinone-2-carboxylic acid), S(=O)(Cl)Cl (Thionyl chloride). RXN SMILES: [CH:1]1[C:14]2[C:13](=[O:15])[C:12]3[C:7](=[CH:8][CH:9]=[CH:10][CH:11]=3)[C:6](=[O:16])[C:5]=2[CH:4]=[CH:3][C:2]=1[C:17]([OH:19])=O.S(Cl)([Cl:22])=O>ClCCl>[CH:1]1[C:14]2[C:13](=[O:15])[C:12]3[C:7](=[CH:8][CH:9]=[CH:10][CH:11]=3)[C:6](=[O:16])[C:5]=2[CH:4]=[CH:3][C:2]=1[C:17]([Cl:22])=[O:19]. Procedure details: Anthraquinone-2-carboxylic acid (2.52 g, 10 mmol) was suspended in dichloro methane (100 ml). Thionyl chloride (50 ml) was added and the mixture heated to reflux in a nitrogen atmosphere for several hours giving a clear yellow solution. Dichloro methane and excess thionyl chloride was removed in vacuo giving a yellow solid. The solid was filtered off, washed several times with petroleum ether and dried in vacuo. Yield 2.69 g (99% from anthraquinone-2-carboxylic acid); MP: 143-144.5° C.; TLC (ana... Run in ClCCl (dichloro methane). The reactants are O=C([O-])[O-], CC(C)(C)OC(N)=O, CCOC(C)=O, O=C(O)c1cccc2cc(Sc3cc(Cl)ncn3)ccc12, [Cs+], [Cs+], C1COCCO1, O, O=C(O)CC(O)(CC(=O)O)C(=O)O, CC1(C)c2cccc(P(c3ccccc3)c3ccccc3)c2Oc2c(P(c3ccccc3)c3ccccc3)cccc21. Yields the product CC(C)(C)OC(=O)Nc1cc(Sc2ccc3c(C(=O)O)cccc3c2)ncn1. RXN SMILES: [C:22](=[O:23])([O-:24])[O-:25].[C:70]([CH3:71])([CH3:72])([CH3:73])[O:74][C:75]([NH2:76])=[O:77].[CH3:98][CH2:99][O:100][C:101]([CH3:102])=[O:103].[Cl:1][c:2]1[cH:3][c:4]([S:8][c:9]2[cH:10][c:11]3[cH:12][cH:13][cH:14][c:15]([C:19](=[O:20])[OH:21])[c:16]3[cH:17][cH:18]2)[n:5][cH:6][n:7]1.[Cs+:26].[Cs+:27].[O:91]1[CH2:92][CH2:93][O:94][CH2:95][CH2:96]1.[OH2:97].[OH:78][C:79]([CH2:80][C:81]([C:82](=[O:83])[OH:84])([CH2:85][C:86](=[O:87])[OH:88])[OH:89])=[O:90].[c:28]1([P:29]([c:30]2[cH:31][cH:32][cH:33][cH:34][cH:35]2)[c:36]2[c:37]3[c:61]([cH:62][cH:63][cH:64]2)[C:58]([CH3:59])([CH3:60])[c:40]2[c:39]([c:44]([P:45]([c:46]4[cH:47][cH:48][cH:49][cH:50][cH:51]4)[c:52]4[cH:53][cH:54][cH:55][cH:56][cH:57]4)[cH:43][cH:42][cH:41]2)[O:38]3)[cH:65][cH:66][cH:67][cH:68][cH:69]1>>[c:2]1([NH:76][C:75]([O:74][C:70]([CH3:71])([CH3:72])[CH3:73])=[O:77])[cH:3][c:4]([S:8][c:9]2[cH:10][c:11]3[cH:12][cH:13][cH:14][c:15]([C:19](=[O:20])[OH:21])[c:16]3[cH:17][cH:18]2)[n:5][cH:6][n:7]1. The reactants are FC(C(=O)O)(F)F (trifluoroacetic acid), C(C)(C)(C)OC(=O)N1CCC(CC1)C#CC1=NC(=CN(C1=O)CC1=CC=C(C=C1)OC)Cl (4-[6-chloro-4-(4-methoxy-benzyl)-3-oxo-3,4-dihydro-pyrazin-2-ylethynyl]-piperidine-1-carboxylic acid tert-butyl ester). The reagents and catalysts are [O-]S(=O)(=O)C(F)(F)F.[Ag+] (Silver triflate). Solvent: ClCCl (dichloromethane), ClCCl (dichloromethane). Conditions: time 20 minute. The product is C(C)(C)(C)OC(=O)N1CCC(CC1)C1=CC=2C(=NC=C(N2)Cl)O1 (4-(2-Chloro-furo[2,3-b]pyrazin-6-yl)-piperidine-1-carboxylic acid tert-butyl ester). RXN SMILES: FC(F)(F)C(O)=O.[C:8]([O:12][C:13]([N:15]1[CH2:20][CH2:19][CH:18]([C:21]#[C:22][C:23]2[C:28](=[O:29])[N:27](CC3C=CC(OC)=CC=3)[CH:26]=[C:25]([Cl:39])[N:24]=2)[CH2:17][CH2:16]1)=[O:14])([CH3:11])([CH3:10])[CH3:9]>ClCCl.[O-]S(C(F)(F)F)(=O)=O.[Ag+]>[C:8]([O:12][C:13]([N:15]1[CH2:20][CH2:19][CH:18]([C:21]2[O:29][C:28]3=[N:27][CH:26]=[C:25]([Cl:39])[N:24]=[C:23]3[CH:22]=2)[CH2:17][CH2:16]1)=[O:14])([CH3:11])([CH3:10])[CH3:9] |f:3.4|. Procedure: Silver triflate (6 mg) and trifluoroacetic acid (0.36 mL) are added to a solution of 4-[6-chloro-4-(4-methoxy-benzyl)-3-oxo-3,4-dihydro-pyrazin-2-ylethynyl]-piperidine-1-carboxylic acid tert-butyl ester (430 mg) in dichloromethane (6 mL). The reaction mixture is stirred at room temperature for 20 min, diluted with dichloromethane and washed with aqueous NaHCO3 solution and brine. The organic phase is dried (MgSO4) and the solvent is evaporated. The residue is chromatographed on silica gel (ethyl...